This data is from the Open Reaction Database (ORD), a public repository of structured organic reaction records. The task is: describe an organic reaction: reactants, conditions, products, and yield The reactants are [Al+3], COC(=O)c1ccc(Br)cc1C, CCOCC, [H-], [H-], [H-], [H-], [Li+]. Product: Cc1cc(Br)ccc1CO. As a reaction SMILES: [Al+3:14].[Br:1][c:2]1[cH:3][c:4]([CH3:12])[c:5]([C:6](=[O:7])[O:8][CH3:9])[cH:10][cH:11]1.[CH3:19][CH2:20][O:21][CH2:22][CH3:23].[H-:13].[H-:16].[H-:17].[H-:18].[Li+:15]>>[Br:1][c:2]1[cH:3][c:4]([CH3:12])[c:5]([CH2:6][OH:7])[cH:10][cH:11]1. Starting materials: CC=Cc1cc(C(OCc2ccccc2)(C(F)(F)F)C(F)(F)F)ccc1N1CCN(C(=O)CBr)CC1, CC1(c2cnc3c(c2)OCCO3)NC(=O)NC1=O. Product: CC=Cc1cc(C(OCc2ccccc2)(C(F)(F)F)C(F)(F)F)ccc1N1CCN(C(=O)CN2C(=O)NC(C)(c3cnc4c(c3)OCCO4)C2=O)CC1. As a reaction SMILES: [CH2:1]([c:2]1[cH:3][cH:4][cH:5][cH:6][cH:7]1)[O:8][C:9]([C:10]([F:11])([F:12])[F:13])([C:14]([F:15])([F:16])[F:17])[c:18]1[cH:19][c:20]([CH:34]=[CH:35][CH3:36])[c:21]([N:24]2[CH2:25][CH2:26][N:27]([C:30]([CH2:31][Br:32])=[O:33])[CH2:28][CH2:29]2)[cH:22][cH:23]1.[O:37]1[CH2:38][CH2:39][O:40][c:41]2[n:42][cH:43][c:44]([C:47]3([CH3:54])[C:48](=[O:53])[NH:49][C:50](=[O:52])[NH:51]3)[cH:45][c:46]21>>[CH2:1]([c:2]1[cH:3][cH:4][cH:5][cH:6][cH:7]1)[O:8][C:9]([C:10]([F:11])([F:12])[F:13])([C:14]([F:15])([F:16])[F:17])[c:18]1[cH:19][c:20]([CH:34]=[CH:35][CH3:36])[c:21]([N:24]2[CH2:25][CH2:26][N:27]([C:30]([CH2:31][N:49]3[C:48](=[O:53])[C:47]([c:44]4[cH:43][n:42][c:41]5[c:46]([cH:45]4)[O:37][CH2:38][CH2:39][O:40]5)([CH3:54])[NH:51][C:50]3=[O:52])=[O:33])[CH2:28][CH2:29]2)[cH:22][cH:23]1.